Dataset: the Open Reaction Database (ORD), a public repository of structured organic reaction records. Task: describe an organic reaction: reactants, conditions, products, and yield Starting materials: C(C1=CC=CC=C1)OC=1C(=C(NC)C=CC1)[N+](=O)[O-] (3-benzyloxy-2-nitro-N-methylaniline), CN(C1=CC=CC=C1)C (N,N-dimethylaniline), COCC(=O)Cl (methoxyacetyl chloride). The solvent is C(C)(=O)OCC (ethyl acetate). Run at temperature 90 celsius, time 2.5 hour. The product is C(C1=CC=CC=C1)OC=1C(=C(N(C)C(COC)=O)C=CC1)[N+](=O)[O-] (3-benzyloxy-2-nitro-N-methoxyacetyl-N-methylaniline). Reaction SMILES: [CH2:1]([O:8][C:9]1[C:10]([N+:17]([O-:19])=[O:18])=[C:11]([CH:14]=[CH:15][CH:16]=1)[NH:12][CH3:13])[C:2]1[CH:7]=[CH:6][CH:5]=[CH:4][CH:3]=1.CN(C)C1C=CC=CC=1.[CH3:29][O:30][CH2:31][C:32](Cl)=[O:33]>C(OCC)(=O)C>[CH2:1]([O:8][C:9]1[C:10]([N+:17]([O-:19])=[O:18])=[C:11]([CH:14]=[CH:15][CH:16]=1)[N:12]([C:32](=[O:33])[CH2:31][O:30][CH3:29])[CH3:13])[C:2]1[CH:3]=[CH:4][CH:5]=[CH:6][CH:7]=1. Reported procedure: To a mixture of 3-benzyloxy-2-nitro-N-methylaniline (400 mg) and N,N-dimethylaniline (1 ml) was added methoxyacetyl chloride (310 μl) under nitrogen atmosphere, and the mixture was stirred for 2.5 hours at 90° C. After cooling, ethyl acetate was added to the reaction mixture, and the mixture was washed with water and brine, dried over magnesium sulfate and evaporated in vacuo. The residue was purified by silica gel column chromatography (ethyl acetate:n-hexane=2:1, v/v) to give 3-benzyloxy-2-nit... The reactants are C, CCn1c(=O)n(C2CCN(C(C)(C)CCCNC(=O)OCc3ccccc3)CC2)c2ccccc21, CO, ClC(Cl)Cl, [Pd]. Product: CCn1c(=O)n(C2CCN(C(C)(C)CCCN)CC2)c2ccccc21. As a reaction SMILES: [C:42].[CH2:1]([O:2][C:3](=[O:4])[NH:11][CH2:12][CH2:13][CH2:14][C:15]([CH3:16])([CH3:17])[N:18]1[CH2:19][CH2:20][CH:21]([n:24]2[c:25](=[O:35])[n:26]([CH2:33][CH3:34])[c:27]3[c:28]2[cH:29][cH:30][cH:31][cH:32]3)[CH2:22][CH2:23]1)[c:5]1[cH:6][cH:7][cH:8][cH:9][cH:10]1.[CH3:40][OH:41].[CH:36]([Cl:37])([Cl:38])[Cl:39].[Pd:43]>>[NH2:11][CH2:12][CH2:13][CH2:14][C:15]([CH3:16])([CH3:17])[N:18]1[CH2:19][CH2:20][CH:21]([n:24]2[c:25](=[O:35])[n:26]([CH2:33][CH3:34])[c:27]3[c:28]2[cH:29][cH:30][cH:31][cH:32]3)[CH2:22][CH2:23]1. The reactants are C(CC#C)C(C(=O)O)OC1=CC=CC=C1 (α-(3-butynyl)phenoxyacetic acid), BrN1C(CCC1=O)=O (N-bromosuccinimide), C([O-])(O)=O.[K+] (potassium bicarbonate), [OH-].C(CCC)[N+](CCCC)(CCCC)CCCC (tetrabutylammonium hydroxide). The solvent is C(Cl)Cl (CH2Cl2). Run at time 7 hour. The product is Br\C=C\1/CCC(C(O1)=O)OC1=CC=CC=C1 ((E)-6-(Bromomethylene)tetrahydro-3-phenoxy-2H-pyran-2-one). Reaction SMILES: [CH2:1]([CH:5]([O:9][C:10]1[CH:15]=[CH:14][CH:13]=[CH:12][CH:11]=1)[C:6]([OH:8])=[O:7])[CH2:2][C:3]#[CH:4].[Br:16]N1C(=O)CCC1=O.C(=O)(O)[O-].[K+].[OH-].C([N+](CCCC)(CCCC)CCCC)CCC>C(Cl)Cl>[Br:16]/[CH:4]=[C:3]1\[CH2:2][CH2:1][CH:5]([O:9][C:10]2[CH:11]=[CH:12][CH:13]=[CH:14][CH:15]=2)[C:6](=[O:8])[O:7]\1 |f:2.3,4.5|. Procedure: A mixture of the α-(3-butynyl)phenoxyacetic acid of Part A, (74 mg, 0.36 mmol), N-bromosuccinimide (132 mg, 0.720 mmol), potassium bicarbonate (98 mg, 0.90 mmol) and 0.4M aqueous tetrabutylammonium hydroxide (0.11 mL, 0.044 mmol) in CH2Cl2 (8 mL) was stirred at room temperature in the dark for 7 h. The mixture was washed with 5% Na2S2O3 and saturated NaCl. The organic Iayer was dried (MgSO4) and the solvent was removed in vacuo to give 42 mg of an oil. Reactants: C(C)C=1N(CC2=C(C(N1)C1=CC=CC=C1)C=CC=C2)CC2=CC=CC=C2 (4,5-dihydro-3-ethyl-1-phenyl-4-(phenylmethyl)-1H-2,4-benzodiazepine), product, Cl (hydrochloride). Product: C1(=CC=CC=C1)CC1=C(C=CC=C1)CNC(CC)=N (N-[[2-(Phenylmethyl)phenyl]methyl]propanimidamide). As a reaction SMILES: [CH2:1]([C:3]1[N:4](CC2C=CC=CC=2)[CH2:5][C:6]2[CH:19]=[CH:18][CH:17]=[CH:16][C:7]=2[CH:8]([C:10]2[CH:15]=[CH:14][CH:13]=[CH:12][CH:11]=2)[N:9]=1)[CH3:2].Cl>>[C:10]1([CH2:8][C:7]2[CH:16]=[CH:17][CH:18]=[CH:19][C:6]=2[CH2:5][NH:4][C:3](=[NH:9])[CH2:1][CH3:2])[CH:11]=[CH:12][CH:13]=[CH:14][CH:15]=1. Procedure details: By a process substantially similar to that of Example 2, 2.82 g (7.5 mmol) of 4,5-dihydro-3-ethyl-1-phenyl-4-(phenylmethyl)-1H-2,4-benzodiazepine was converted to 1.1 g of product as the hydrochloride after recrystallization from isopropyl alcohol/ether, mp 172-174. The reactants are Cl(=O)(=O)(=O)O (perchloric acid), BrC=1C(=C(SC1Cl)C)C(C(=O)OCC)O (ethyl 2-(4-bromo-5-chloro-2-methylthiophen-3-yl)-2-hydroxyacetate), C([O-])(O)=O.[Na+] (sodium bicarbonate). Run in C(C)(C)(C)OC(C)=O (tert-butylacetate). Conditions: temperature -5 celsius, time 1 hour. Product: BrC=1C(=C(SC1Cl)C)C(C(=O)OCC)OC(C)(C)C (ethyl 2-(4-bromo-5-chloro-2-methylthiophen-3-yl)-2-(tert-butoxy)acetate). Yield: 165.3%. RXN SMILES: [Br:1][C:2]1[C:3]([CH:9]([OH:15])[C:10]([O:12][CH2:13][CH3:14])=[O:11])=[C:4]([CH3:8])[S:5][C:6]=1[Cl:7].Cl(O)(=O)(=O)=O.C(=O)(O)[O-].[Na+]>C(OC(=O)C)(C)(C)C>[Br:1][C:2]1[C:3]([CH:9]([O:15][C:3]([CH3:9])([CH3:4])[CH3:2])[C:10]([O:12][CH2:13][CH3:14])=[O:11])=[C:4]([CH3:8])[S:5][C:6]=1[Cl:7] |f:2.3|. Procedure: To a suspension of ethyl 2-(4-bromo-5-chloro-2-methylthiophen-3-yl)-2-hydroxyacetate (44c) (334 mg, 1.065 mmol) in tert-butylacetate (10.9 mL) at −5° C. was added perchloric acid (70%, 0.4 mL). The mixture was stirred at −5° C. for 1 hour then at 0° C. for 30 minutes more. The mixture was stirred at room temperature for 1 hour more and was basified with a saturated aqueous solution of sodium bicarbonate until pH 8. The aqueous layer was extracted with ethyl acetate. The organic layer was washed ... Starting materials: O=C(OCCC(F)(F)C(F)(F)S(=O)(=O)[O-])c1ccccc1, CO, Cl, [Na+], [OH-], c1ccc([S+](c2ccccc2)c2ccccc2)cc1. Product: O=S(=O)([O-])C(F)(F)C(F)(F)CCO, c1ccc([S+](c2ccccc2)c2ccccc2)cc1. RXN SMILES: [C:1](=[O:2])([c:3]1[cH:4][cH:5][cH:6][cH:7][cH:8]1)[O:9][CH2:10][CH2:11][C:12]([C:13]([S:14](=[O:15])(=[O:16])[O-:17])([F:18])[F:19])([F:20])[F:21].[CH3:44][OH:45].[ClH:43].[Na+:42].[OH-:41].[c:22]1([S+:28]([c:29]2[cH:30][cH:31][cH:32][cH:33][cH:34]2)[c:35]2[cH:36][cH:37][cH:38][cH:39][cH:40]2)[cH:23][cH:24][cH:25][cH:26][cH:27]1>>[OH:9][CH2:10][CH2:11][C:12]([C:13]([S:14](=[O:15])(=[O:16])[O-:17])([F:18])[F:19])([F:20])[F:21].[c:22]1([S+:28]([c:29]2[cH:30][cH:31][cH:32][cH:33][cH:34]2)[c:35]2[cH:36][cH:37][cH:38][cH:39][cH:40]2)[cH:23][cH:24][cH:25][cH:26][cH:27]1. Reactants: O (Water), O1COC2=C1C=CC(=C2)C=2C(OC(C2CC2=CC(=C(C(=C2)OC)OC)OCCOCCOCCOCCN=[N+]=[N-])(C2=CC=C(C=C2)OC)O)=O (3-Benzo[1,3]dioxol-5-yl-4-(3-(2-{2-[2-(2-azidoethoxy)ethoxy]ethoxy}ethoxy)-4,5-dimethoxybenzyl)-5-hydroxy-5-(4-methoxyphenyl)-5H-furan-2-one), polymer, C1=CC=C(C=C1)P(C2=CC=CC=C2)C3=CC=CC=C3 (PPh3). Run in C1CCOC1 (THF). Run at time 8 hour. The product is O1COC2=C1C=CC(=C2)C=2C(OC(C2CC2=CC(=C(C(=C2)OC)OC)OCCOCCOCCOCCN)(C2=CC=C(C=C2)OC)O)=O (3-Benzo[1,3]dioxol-5-yl-4-(3-(2-{2-[2-(2-aminoethoxy)ethoxy]ethoxy}ethoxy)-4,5-dimethoxybenzyl)-5-hydroxy-5-(4-methoxyphenyl)-5H-furan-2-one). The yield is 17.2%. RXN SMILES: [O:1]1[C:5]2[CH:6]=[CH:7][C:8]([C:10]3[C:11](=[O:50])[O:12][C:13]([OH:49])([C:41]4[CH:46]=[CH:45][C:44]([O:47][CH3:48])=[CH:43][CH:42]=4)[C:14]=3[CH2:15][C:16]3[CH:21]=[C:20]([O:22][CH3:23])[C:19]([O:24][CH3:25])=[C:18]([O:26][CH2:27][CH2:28][O:29][CH2:30][CH2:31][O:32][CH2:33][CH2:34][O:35][CH2:36][CH2:37][N:38]=[N+]=[N-])[CH:17]=3)=[CH:9][C:4]=2[O:3][CH2:2]1.C1C=CC(P(C2C=CC=CC=2)C2C=CC=CC=2)=CC=1.O>C1COCC1>[O:1]1[C:5]2[CH:6]=[CH:7][C:8]([C:10]3[C:11](=[O:50])[O:12][C:13]([OH:49])([C:41]4[CH:46]=[CH:45][C:44]([O:47][CH3:48])=[CH:43][CH:42]=4)[C:14]=3[CH2:15][C:16]3[CH:21]=[C:20]([O:22][CH3:23])[C:19]([O:24][CH3:25])=[C:18]([O:26][CH2:27][CH2:28][O:29][CH2:30][CH2:31][O:32][CH2:33][CH2:34][O:35][CH2:36][CH2:37][NH2:38])[CH:17]=3)=[CH:9][C:4]=2[O:3][CH2:2]1. Procedure details: A mixture of 1.49 g (2.15 mmol) of 3-Benzo[1,3]dioxol-5-yl-4-(3-(2-{2-[2-(2-azidoethoxy)ethoxy]ethoxy}ethoxy)-4,5-dimethoxybenzyl)-5-hydroxy-5-(4-methoxyphenyl)-5H-furan-2-one 9 and 1.00 g (3.00 mmol) of polymer bound PPh3 (polystyrene, 2% DVB, FLUKA) was suspended in 10 ml of THF and stirred at room temperature overnight. Water is added (200 μl, ≈10 mmol) and stirring was continued for 3 d. The polymer was removed by filtration and the filtrate was evaporated in vacuo. The remaining oil was pur... Starting materials: crude product, O1CCOC12CCC(CC2)CN(C)C ([(1,4-dioxaspiro[4.5]dec-8-yl)-methyl]-dimethylamine), Cl (hydrochloric acid). Run in O (water). Conditions: time 20 hour. Product: CN(C)CC1CCC(CC1)=O (4-[dimethylaminomethyl]-cyclohexanone). As a reaction SMILES: O1[C:5]2([CH2:10][CH2:9][CH:8]([CH2:11][N:12]([CH3:14])[CH3:13])[CH2:7][CH2:6]2)[O:4]CC1.Cl>O>[CH3:14][N:12]([CH2:11][CH:8]1[CH2:9][CH2:10][C:5](=[O:4])[CH2:6][CH2:7]1)[CH3:13]. Procedure details: The crude product of the corresponding [(1,4-dioxaspiro[4.5]dec-8-yl)-methyl]-dimethylamine (88 mmol) was dissolved in water (40 ml), combined with conc. hydrochloric acid (59 ml) and stirred for 20 h at RT. The reaction mixture was extracted with diethyl ether (2×100 ml), the aqueous phase was alkalized with 5N NaOH with ice cooling, extracted with dichloromethane (3×100 ml), dried and evaporated. The products were obtained as white solids or oils. The reactants are C(C)OC(CNC1=CC(=CC=C1)OC(F)(F)F)=O ((3-trifluoromethoxy-phenylamino)-acetic acid ethyl ester), C=O (paraformaldehyde), C(=C)S(=O)(=O)C1=C(C=CC=C1)C(F)(F)F (1-ethenesulfonyl-2-trifluoromethyl-benzene). Yields the product C(C)OC(=O)C1N(CC(C1)S(=O)(=O)C1=C(C=CC=C1)C(F)(F)F)C1=CC(=CC=C1)OC(F)(F)F (1-(3-Trifluoromethoxy-phenyl)-4-(2-trifluoromethyl-benzenesulfonyl)-pyrrolidine-2-carboxylic acid ethyl ester). Reaction SMILES: [CH2:1]([O:3][C:4](=[O:18])[CH2:5][NH:6][C:7]1[CH:12]=[CH:11][CH:10]=[C:9]([O:13][C:14]([F:17])([F:16])[F:15])[CH:8]=1)[CH3:2].[CH2:19]=O.[CH:21]([S:23]([C:26]1[CH:31]=[CH:30][CH:29]=[CH:28][C:27]=1[C:32]([F:35])([F:34])[F:33])(=[O:25])=[O:24])=[CH2:22]>>[CH2:1]([O:3][C:4]([CH:5]1[CH2:19][CH:21]([S:23]([C:26]2[CH:31]=[CH:30][CH:29]=[CH:28][C:27]=2[C:32]([F:33])([F:35])[F:34])(=[O:24])=[O:25])[CH2:22][N:6]1[C:7]1[CH:12]=[CH:11][CH:10]=[C:9]([O:13][C:14]([F:15])([F:17])[F:16])[CH:8]=1)=[O:18])[CH3:2]. Procedure: In analogy to the procedure described in example 343d, (3-trifluoromethoxy-phenylamino)-acetic acid ethyl ester (CAS Reg. No. 1021237-80-8) was reacted with paraformaldehyde and 1-ethenesulfonyl-2-trifluoromethyl-benzene (example 243c) to give the title compound as off-white solid. MS (ESI): m/z=512.3 [M+H]+.